Dataset: the Open Reaction Database (ORD), a public repository of structured organic reaction records. Task: describe an organic reaction: reactants, conditions, products, and yield The reactants are S1C2=C(C=C1)C=CCC2 (6,7-dihydrobenzo[b]thiophene), S(O)(O)(=O)=O (sulfuric acid), NC(=O)N (urea). The product is S1C2=C(C=C1)C(CCC2)NC(=O)N (4,5,6,7-tetrahydrobenzo[b]-thien-4-ylurea). RXN SMILES: [S:1]1[CH:5]=[CH:4][C:3]2[CH:6]=[CH:7][CH2:8][CH2:9][C:2]1=2.S(=O)(=O)(O)O.[NH2:15][C:16]([NH2:18])=[O:17]>>[S:1]1[CH:5]=[CH:4][C:3]2[CH:6]([NH:15][C:16]([NH2:18])=[O:17])[CH2:7][CH2:8][CH2:9][C:2]1=2. Reported procedure: A sample of 6,7-dihydrobenzo[b]thiophene is stirred in the cold in 96% sulfuric acid containing 4- 6 mole equivalents of urea. After 1 hour the mixture is poured on ice and the organic phase is removed. Evaporation of the organic phase to dryness in vacuo affords 4,5,6,7-tetrahydrobenzo[b]-thien-4-ylurea. As a reaction SMILES: [CH3:33][OH:34].[Cl:30][CH2:31][Cl:32].[ClH:11].[F:12][c:13]1[cH:14][c:15](-[c:19]2[n:20][o:21][c:22]([CH:24]3[CH2:25][NH:26][CH2:27][CH2:28][CH2:29]3)[n:23]2)[cH:16][cH:17][cH:18]1.[F:1][c:2]1[cH:3][cH:4][c:5]([C:6](=[O:7])[Cl:8])[cH:9][cH:10]1>>[F:1][c:2]1[cH:3][cH:4][c:5]([C:6](=[O:7])[N:26]2[CH2:25][CH:24]([c:22]3[o:21][n:20][c:19](-[c:15]4[cH:14][c:13]([F:12])[cH:18][cH:17][cH:16]4)[n:23]3)[CH2:29][CH2:28][CH2:27]2)[cH:9][cH:10]1. Reactants: CO, ClCCl, Cl, Fc1cccc(-c2noc(C3CCCNC3)n2)c1, O=C(Cl)c1ccc(F)cc1. Yields the product O=C(c1ccc(F)cc1)N1CCCC(c2nc(-c3cccc(F)c3)no2)C1. Reaction SMILES: Cl.Cl.Cl.Cl.[N:5]1[CH:10]=[CH:9][C:8]([CH2:11][C@H:12]([C:14]([N:16]2[CH2:21][CH2:20][N:19]([CH:22]3[CH2:27][CH2:26][N:25]([CH3:28])[CH2:24][CH2:23]3)[CH2:18][CH2:17]2)=[O:15])[NH2:13])=[CH:7][CH:6]=1.[Cl:29][C:30]1[CH:31]=[CH:32][C:33]2[CH:37]=[C:36]([C:38](O)=[O:39])[S:35][C:34]=2[CH:41]=1>>[Cl:29][C:30]1[CH:31]=[CH:32][C:33]2[CH:37]=[C:36]([C:38]([NH:13][C@@H:12]([C:14]([N:16]3[CH2:21][CH2:20][N:19]([CH:22]4[CH2:27][CH2:26][N:25]([CH3:28])[CH2:24][CH2:23]4)[CH2:18][CH2:17]3)=[O:15])[CH2:11][C:8]3[CH:7]=[CH:6][N:5]=[CH:10][CH:9]=3)=[O:39])[S:35][C:34]=2[CH:41]=1 |f:0.1.2.3.4|. Reactants: Cl.Cl.Cl.Cl.N1=CC=C(C=C1)C[C@@H](N)C(=O)N1CCN(CC1)C1CCN(CC1)C (1-[β-(4-pyridinyl)-D-alanyl]-4-(1-methylpiperidin-4-yl)piperazine tetrahydrochloride), ClC=1C=CC2=C(SC(=C2)C(=O)O)C1 (6-chlorobenzo[b]thiophene-2-carboxylic acid). Procedure details: Using methods substantially equivalent to those described in Method D-1, the titled compound was prepared from 1-[β-(4-pyridinyl)-D-alanyl]-4-(1-methylpiperidin-4-yl)piperazine tetrahydrochloride and 6-chlorobenzo[b]thiophene-2-carboxylic acid (49%). The product is ClC=1C=CC2=C(SC(=C2)C(=O)N[C@H](CC2=CC=NC=C2)C(=O)N2CCN(CC2)C2CCN(CC2)C)C1 (1-[N-(6-Chlorobenzo[b]thiophene-2-carbonyl)-β-(4-pyridinyl)-D-alanyl]-4-(1-methylpiperidin-4-yl)piperazine). The reactants are C(C)OC(=O)C1=CN(NC1=O)C1=CC=C(C=C1)N (4-Ethoxycarbonyl-2-(4-amino phenyl)-3-pyrazolin-5-one), N(=O)[O-].[Na+] (sodium nitrite). Solvent: S(O)(O)(=O)=O (Sulphuric acid), S(O)(O)(=O)=O (sulphuric acid), O (water). Run at temperature 0 celsius, time 2 hour. Yields the product C(C)OC(=O)C1=CN(NC1=O)C1=CC=C(C=C1)O (4-Ethoxycarbonyl-2-(4-hydroxyphenyl)-3-pyrazolin-5-one). Isolated yield 16.5%. RXN SMILES: [CH2:1]([O:3][C:4]([C:6]1[C:10](=[O:11])[NH:9][N:8]([C:12]2[CH:17]=[CH:16][C:15](N)=[CH:14][CH:13]=2)[CH:7]=1)=[O:5])[CH3:2].N([O-])=[O:20].[Na+]>S(=O)(=O)(O)O.O>[CH2:1]([O:3][C:4]([C:6]1[C:10](=[O:11])[NH:9][N:8]([C:12]2[CH:17]=[CH:16][C:15]([OH:20])=[CH:14][CH:13]=2)[CH:7]=1)=[O:5])[CH3:2] |f:1.2|. Reported procedure: 4-Ethoxycarbonyl-2-(4-amino phenyl)-3-pyrazolin-5-one (610 mg, 2.46 mmol) in 5N Sulphuric acid (90 ml) was stirred on a boiling water bath to give a solution. This was cooled to 0° C. and the colloidal precipitate formed treated with sodium nitrite (190 mg, 2.71 mmol) in water (2 ml). The whole was then allowed to stir for 2 hours at 0° C. under nitrogen and then added dropwise to boiling 5N sulphuric acid (30 ml) so as not to interrupt boiling. The solution was then allowed to cool and was extr... Reactants: C(C)(C)(C)C1=C(C(=CC2=C1CC(O2)(C)C=CCCCC(=O)O)C(C)(C)C)O (6-(4,6-di-t-butyl-5-hydroxy-2-methyl-2,3-dihydrobenzofuran-2-yl)-5-hexenoic acid). The reagents and catalysts are [C].[Pd] (palladium-carbon). Solvent: C(C)(=O)OCC (ethyl acetate). Run at time 24 hour. Product: C(C)(C)(C)C1=C(C(=CC2=C1CC(O2)(C)CCCCCC(=O)O)C(C)(C)C)O (6-(4,6-di-t-butyl-5-hydroxy-2-methyl-2,3-dihydrobenzofuran-2-yl)hexanoic acid). The yield is 90.4%. RXN SMILES: [C:1]([C:5]1[C:10]2[CH2:11][C:12]([CH:15]=[CH:16][CH2:17][CH2:18][CH2:19][C:20]([OH:22])=[O:21])([CH3:14])[O:13][C:9]=2[CH:8]=[C:7]([C:23]([CH3:26])([CH3:25])[CH3:24])[C:6]=1[OH:27])([CH3:4])([CH3:3])[CH3:2]>C(OCC)(=O)C.[C].[Pd]>[C:1]([C:5]1[C:10]2[CH2:11][C:12]([CH2:15][CH2:16][CH2:17][CH2:18][CH2:19][C:20]([OH:22])=[O:21])([CH3:14])[O:13][C:9]=2[CH:8]=[C:7]([C:23]([CH3:26])([CH3:25])[CH3:24])[C:6]=1[OH:27])([CH3:4])([CH3:2])[CH3:3] |f:2.3|. Procedure: To a solution of 0.11 g of 6-(4,6-di-t-butyl-5-hydroxy-2-methyl-2,3-dihydrobenzofuran-2-yl)-5-hexenoic acid synthesized in Example 77 in 10 ml of ethyl acetate was added a catalytic amount of 10% palladium-carbon, and the mixture was stirred for 24 hours under a hydrogen atmosphere. After the catalyst was filtered off, the filtrate was concentrated to give 0.10 g of 6-(4,6-di-t-butyl-5-hydroxy-2-methyl-2,3-dihydrobenzofuran-2-yl)hexanoic acid as a colorless viscous liquid (yield 90%). The reactants are CC1(CNCCO1)C (2,2-dimethylmorpholine), C(C)(C)(C)OC(=O)N1CC(C1)=O (3-oxoazetidine-1-carboxylic acid tert-butyl ester), C(C)(=O)O[BH-](OC(C)=O)OC(C)=O.[Na+] (sodium triacetoxyborohydride). Solvent: C(Cl)Cl (DCM), ClCCCl (DCE). Conditions: time 16 hour. Yields the product C(C)(C)(C)OC(=O)N1CC(C1)N1CC(OCC1)(C)C (3-(2,2-Dimethylmorpholin-4-yl)azetidine-1-carboxylic acid tert-butyl ester). Isolated yield 80.5%. Reaction SMILES: [CH3:1][C:2]1([CH3:8])[O:7][CH2:6][CH2:5][NH:4][CH2:3]1.[C:9]([O:13][C:14]([N:16]1[CH2:19][C:18](=O)[CH2:17]1)=[O:15])([CH3:12])([CH3:11])[CH3:10].C(O[BH-](OC(=O)C)OC(=O)C)(=O)C.[Na+]>ClCCCl.C(Cl)Cl>[C:9]([O:13][C:14]([N:16]1[CH2:19][CH:18]([N:4]2[CH2:5][CH2:6][O:7][C:2]([CH3:8])([CH3:1])[CH2:3]2)[CH2:17]1)=[O:15])([CH3:12])([CH3:10])[CH3:11] |f:2.3|. Reported procedure: A mixture of 2,2-dimethylmorpholine (260 mg, 2.26 mmol) and 3-oxoazetidine-1-carboxylic acid tert-butyl ester (464 mg, 2.71 mmol) in DCE (15 mL) was stirred at room temperature for 2 h before the addition of sodium triacetoxyborohydride (957 mg, 4.52 mmol). The resulting mixture was stirred for 16 h, then diluted with DCM and washed with H2O. The organic phase was dried (phase separator) and concentrated in vacuo. The resulting residue was purified by column chromatography (Si—PCC, EtOAc:cyclohe... Starting materials: OCC=1C=CC2=C(CCC3=C(S2)C=C(C=C3)C(=O)O)C1 (8-hydroxymethyl-10,11-dihydrodibenzo[b,f]thiepin-3-carboxylic acid), C1=CC(=CC=2SC3=C(CCC21)C=CC=C3)C(=O)O (10,11-dihydrodibenzo[b,f]thiepin-3-carboxylic acid). Product: OCC=1C=CC2=C(SC3=C(CC2)C=C(C=C3)CO)C1 (3,8-Dihydroxymethyl-10,11-dihydrodibenzo[b,f]thiepin). RXN SMILES: [OH:1][CH2:2][C:3]1[CH:4]=[CH:5][C:6]2[S:12][C:11]3[CH:13]=[C:14]([C:17](O)=[O:18])[CH:15]=[CH:16][C:10]=3[CH2:9][CH2:8][C:7]=2[CH:20]=1.C1C2CCC3C=CC=CC=3SC=2C=C(C(O)=O)C=1>>[OH:18][CH2:17][C:14]1[CH:15]=[CH:16][C:10]2[CH2:9][CH2:8][C:7]3[CH:20]=[C:3]([CH2:2][OH:1])[CH:4]=[CH:5][C:6]=3[S:12][C:11]=2[CH:13]=1. Procedure details: Repeat the process of Example 1, substituting an equivalent quantity of 8-hydroxymethyl-10,11-dihydrodibenzo[b,f]thiepin-3-carboxylic acid for the 10,11-dihydrodibenzo[b,f]thiepin-3-carboxylic acid, to obtain the title product.